From a dataset of the Open Reaction Database (ORD), a public repository of structured organic reaction records. describe an organic reaction: reactants, conditions, products, and yield Starting materials: CS(=O)(=NC(=O)c1cncc(Br)c1)c1ccccc1, C#Cc1cccc(NC(=O)OC(C)(C)C)c1. Yields the product CC(C)(C)OC(=O)Nc1cccc(C#Cc2cncc(C(=O)N=S(C)(=O)c3ccccc3)c2)c1. As a reaction SMILES: [Br:17][c:18]1[cH:19][n:20][cH:21][c:22]([C:23](=[O:24])[N:25]=[S:26]([c:27]2[cH:28][cH:29][cH:30][cH:31][cH:32]2)(=[O:33])[CH3:34])[cH:35]1.[C:1](#[CH:2])[c:3]1[cH:4][c:5]([NH:9][C:10]([O:11][C:12]([CH3:13])([CH3:14])[CH3:15])=[O:16])[cH:6][cH:7][cH:8]1>>[C:1](#[C:2][c:18]1[cH:19][n:20][cH:21][c:22]([C:23](=[O:24])[N:25]=[S:26]([c:27]2[cH:28][cH:29][cH:30][cH:31][cH:32]2)(=[O:33])[CH3:34])[cH:35]1)[c:3]1[cH:4][c:5]([NH:9][C:10]([O:11][C:12]([CH3:13])([CH3:14])[CH3:15])=[O:16])[cH:6][cH:7][cH:8]1. Starting materials: compound 116, N(=[N+]=[N-])C=1C=CC(=C(C1)C(=O)C1=C(C=C(C=C1)NC1=C(C=C(C=C1)F)F)Cl)C ((5-Azido-2-methyl-phenyl)-[2-chloro-4-(2,4-difluoro-phenylamino)-phenyl]-methanone), COC(C#C)=O (propynoic acid methyl ester). The product is COC(=O)C=1N=NN(C1)C1=CC(=C(C=C1)C)C(C1=C(C=C(C=C1)NC1=C(C=C(C=C1)F)F)Cl)=O (1-{3-[2-Chloro-4-(2,4-difluoro-phenylamino)-benzoyl]-4-methyl-phenyl}-1H-[1,2,3]triazole-4-carboxylic acid methyl ester). RXN SMILES: [N:1]([C:4]1[CH:5]=[CH:6][C:7]([CH3:28])=[C:8]([C:10]([C:12]2[CH:17]=[CH:16][C:15]([NH:18][C:19]3[CH:24]=[CH:23][C:22]([F:25])=[CH:21][C:20]=3[F:26])=[CH:14][C:13]=2[Cl:27])=[O:11])[CH:9]=1)=[N+:2]=[N-:3].[CH3:29][O:30][C:31](=[O:34])[C:32]#[CH:33]>>[CH3:29][O:30][C:31]([C:32]1[N:3]=[N:2][N:1]([C:4]2[CH:5]=[CH:6][C:7]([CH3:28])=[C:8]([C:10](=[O:11])[C:12]3[CH:17]=[CH:16][C:15]([NH:18][C:19]4[CH:24]=[CH:23][C:22]([F:25])=[CH:21][C:20]=4[F:26])=[CH:14][C:13]=3[Cl:27])[CH:9]=2)[CH:33]=1)=[O:34]. Procedure details: The reaction was carried out similarly as described in the preparation of compound 116, using compound 434 (0.50 mmol) and propynoic acid methyl ester (0.50 mmol). The crude product was purified by continuous gradient flash chromatography using EtOAc/petroleum ether (40-60) 0:100 to 50:50 as the eluent to afford the title compound. Reactants: C(C)(=O)O[C@H]1[C@H](OC=2C(=NC=CC2)Br)SC[C@H]([C@@H]1OC(C)=O)OC(C)=O (2-bromo-3-pyridinyl 2,3,4-tri-O-acetyl-5-thio-β-D-xylopyranoside), FC1=CC=C(C=C1)B(O)O (4-fluorophenylboronic acid). Product: C(C)(=O)O[C@H]1[C@H](OC=2C(=NC=CC2)C2=CC=C(C=C2)F)SC[C@H]([C@@H]1OC(C)=O)OC(C)=O (2-(4-fluorophenyl)-3-pyridinyl 2,3,4-tri-O-acetyl-5-thio-β-D-xylopyranoside), crystals. Yield: 64.0%. RXN SMILES: [C:1]([O:4][C@@H:5]1[C@@H:18]([O:19][C:20](=[O:22])[CH3:21])[C@H:17]([O:23][C:24](=[O:26])[CH3:25])[CH2:16][S:15][C@H:6]1[O:7][C:8]1[C:9](Br)=[N:10][CH:11]=[CH:12][CH:13]=1)(=[O:3])[CH3:2].[F:27][C:28]1[CH:33]=[CH:32][C:31](B(O)O)=[CH:30][CH:29]=1>>[C:1]([O:4][C@@H:5]1[C@@H:18]([O:19][C:20](=[O:22])[CH3:21])[C@H:17]([O:23][C:24](=[O:26])[CH3:25])[CH2:16][S:15][C@H:6]1[O:7][C:8]1[C:9]([C:31]2[CH:32]=[CH:33][C:28]([F:27])=[CH:29][CH:30]=2)=[N:10][CH:11]=[CH:12][CH:13]=1)(=[O:3])[CH3:2]. Reported procedure: By following a procedure analogous to Example 27 starting from 2-bromo-3-pyridinyl 2,3,4-tri-O-acetyl-5-thio-β-D-xylopyranoside and 4-fluorophenylboronic acid, 2-(4-fluorophenyl)-3-pyridinyl 2,3,4-tri-O-acetyl-5-thio-β-D-xylopyranoside is obtained in the form of white crystals (yield=64%).